Dataset: the Open Reaction Database (ORD), a public repository of structured organic reaction records. Task: describe an organic reaction: reactants, conditions, products, and yield Starting materials: Cl (HCl), CN1N=C(N=C1[C@H]1CN(CCC1)C(=O)OC(C)(C)C)C=1C=C2C(=NNC2=CC1)C1=CC=NC=C1 ((R)-tert-butyl 3-(1-methyl-3-(3-(pyridin-4-yl)-1H-indazol-5-yl)-1H-1,2,4-triazol-5-yl)piperidine-1-carboxylate). Solvent: O1CCOCC1 (dioxane), C(Cl)Cl (DCM). Reaction conditions: time 4 hour. The product is CN1N=C(N=C1[C@H]1CNCCC1)C=1C=C2C(=NNC2=CC1)C1=CC=NC=C1 ((R)-5-(1-methyl-5-(piperidin-3-yl)-1H-1,2,4-triazol-3-yl)-3-(pyridin-4-yl)-1H-indazole). Isolated yield 77.3%. As a reaction SMILES: Cl.[CH3:2][N:3]1[C:7]([C@@H:8]2[CH2:13][CH2:12][CH2:11][N:10](C(OC(C)(C)C)=O)[CH2:9]2)=[N:6][C:5]([C:21]2[CH:22]=[C:23]3[C:27](=[CH:28][CH:29]=2)[NH:26][N:25]=[C:24]3[C:30]2[CH:35]=[CH:34][N:33]=[CH:32][CH:31]=2)=[N:4]1>O1CCOCC1.C(Cl)Cl>[CH3:2][N:3]1[C:7]([C@@H:8]2[CH2:13][CH2:12][CH2:11][NH:10][CH2:9]2)=[N:6][C:5]([C:21]2[CH:22]=[C:23]3[C:27](=[CH:28][CH:29]=2)[NH:26][N:25]=[C:24]3[C:30]2[CH:31]=[CH:32][N:33]=[CH:34][CH:35]=2)=[N:4]1. Reported procedure: Added 4M HCl in dioxane (2 ml) to a solution of (R)-tert-butyl 3-(1-methyl-3-(3-(pyridin-4-yl)-1H-indazol-5-yl)-1H-1,2,4-triazol-5-yl)piperidine-1-carboxylate (25 mg, 0.054 mmol) in DCM (5 ml), then stirred 4 hours at room temperature. The solvent was evaporated to yield (R)-5-(1-methyl-5-(piperidin-3-yl)-1H-1,2,4-triazol-3-yl)-3-(pyridin-4-yl)-1H-indazole as a white solid (15 mg). The reactants are BrC1=CC=C(CNC2=C(C(=NC3=CC=CC=C23)C)C(C)=O)C=C1 (1-(4-(4-bromobenzylamino)-2-methylquinolin-3-yl)ethanone), BrC1=CC=C(CBr)C=C1 (4-bromobenzyl bromide), BrC1=CC=C(CNC2=C(C(=NC3=CC=CC=C23)C)C(C)=O)C=C1 (1-(4-(4-bromobenzylamino)-2-methylquinolin-3-yl)ethanone), NC1=C(C(=NC2=CC=CC=C12)CC)C(=O)OC (methyl 4-amino-2-ethylquinoline-3-carboxylate). Procedure: Methyl 4-(4-bromobenzylamino)-2-ethylquinoline-3-carboxylate was synthesized by the same process as described for 1-(4-(4-bromobenzylamino)-2-methylquinolin-3-yl)ethanone (Example 1, Intermediate 2c) starting from methyl 4-amino-2-ethylquinoline-3-carboxylate and 4-bromobenzyl bromide. MS(ES+): 399/401. Yields the product BrC1=CC=C(CNC2=C(C(=NC3=CC=CC=C23)CC)C(=O)OC)C=C1 (Methyl 4-(4-bromobenzylamino)-2-ethylquinoline-3-carboxylate). Reaction SMILES: [Br:1][C:2]1[CH:23]=[CH:22][C:5]([CH2:6]NC2C3C(=CC=CC=3)N=C(C)C=2C(=O)C)=[CH:4][CH:3]=1.[NH2:24][C:25]1[C:34]2[C:29](=[CH:30][CH:31]=[CH:32][CH:33]=2)[N:28]=[C:27]([CH2:35][CH3:36])[C:26]=1[C:37]([O:39][CH3:40])=[O:38].BrC1C=CC(CBr)=CC=1>>[Br:1][C:2]1[CH:23]=[CH:22][C:5]([CH2:6][NH:24][C:25]2[C:34]3[C:29](=[CH:30][CH:31]=[CH:32][CH:33]=3)[N:28]=[C:27]([CH2:35][CH3:36])[C:26]=2[C:37]([O:39][CH3:40])=[O:38])=[CH:4][CH:3]=1. Reactants: CC(S)S, CC12CCCC1C1CCC3CC(=O)CCC3(CO)C1CC2, Cc1ccc(S(=O)(=O)O)cc1. Yields the product CC12CCCC1C1CCC3CCCCC3(CO)C1CC2. As a reaction SMILES: [CH:22]([SH:23])([SH:24])[CH3:25].[OH:1][CH2:2][C:3]12[CH2:4][CH2:5][C:6](=[O:21])[CH2:7][CH:8]1[CH2:9][CH2:10][CH:11]1[CH:12]3[CH2:13][CH2:14][CH2:15][C:16]3([CH3:17])[CH2:18][CH2:19][CH:20]21.[c:26]1([CH3:27])[cH:28][cH:29][c:30]([S:31]([OH:32])(=[O:33])=[O:34])[cH:35][cH:36]1>>[OH:1][CH2:2][C:3]12[CH2:4][CH2:5][CH2:6][CH2:7][CH:8]1[CH2:9][CH2:10][CH:11]1[CH:12]3[CH2:13][CH2:14][CH2:15][C:16]3([CH3:17])[CH2:18][CH2:19][CH:20]21. Reaction SMILES: [CH2:36]([O:37][CH2:38][CH3:39])[CH3:40].[CH:16]([N:17]([CH:18]([CH3:19])[CH3:20])[CH2:21][CH3:22])([CH3:23])[CH3:24].[Cl:25][C:26](=[O:27])[O:28][CH:29]([CH3:30])[CH3:31].[Cl:32][CH2:33][Cl:34].[NH2:1][CH:2]1[CH2:3][c:4]2[c:5]([nH:6][c:7]3[cH:8][cH:9][c:10]([C:13]#[N:14])[cH:11][c:12]23)[CH2:15]1.[OH2:35]>>[NH:1]([CH:2]1[CH2:3][c:4]2[c:5]([nH:6][c:7]3[cH:8][cH:9][c:10]([C:13]#[N:14])[cH:11][c:12]23)[CH2:15]1)[C:26](=[O:27])[O:28][CH:29]([CH3:30])[CH3:31]. Yields the product CC(C)OC(=O)NC1Cc2[nH]c3ccc(C#N)cc3c2C1. Reactants: CCOCC, CCN(C(C)C)C(C)C, CC(C)OC(=O)Cl, ClCCl, N#Cc1ccc2[nH]c3c(c2c1)CC(N)C3, O. Starting materials: CCO, CCOC(=O)C(N=[N+]=[N-])C(C)C(F)(Cl)C(F)(F)Cl. Product: CCOC(=O)C(N)C(C)C(F)(Cl)C(F)(F)Cl. Reaction SMILES: [CH3:19][CH2:20][OH:21].[N:1](=[N+:2]=[N-:3])[CH:4]([C:5](=[O:6])[O:7][CH2:8][CH3:9])[CH:10]([C:11]([C:12]([F:13])([F:14])[Cl:15])([F:16])[Cl:17])[CH3:18]>>[NH2:1][CH:4]([C:5](=[O:6])[O:7][CH2:8][CH3:9])[CH:10]([C:11]([C:12]([F:13])([F:14])[Cl:15])([F:16])[Cl:17])[CH3:18].